Dataset: the Open Reaction Database (ORD), a public repository of structured organic reaction records. Task: describe an organic reaction: reactants, conditions, products, and yield Starting materials: ClCC(=O)N1C=2C(C(NC3=C1C=CC=C3)=O)=CSC2C (4-(chloroacetyl)-4,9-dihydro-3-methyl-10H-thieno[3,4-b][1,5]benzodiazepin-10-one), N1CCCCC1 (piperidine). The solvent is C1CCCCC1.C(C)(=O)OCC (cyclohexane ethyl acetate). The product is CN(C)CC1N(CCCC1)CC(=O)N1C=2C(C(NC3=C1C=CC=C3)=O)=CSC2C (4,9-Dihydro-4-[[2-[(dimethylamino)methyl]-1-piperidinyl]-acetyl]-3-methyl-10H-thieno[3,4-b][1,5]benzodiazepin-10-one). As a reaction SMILES: Cl[CH2:2][C:3]([N:5]1[C:11]2[CH:12]=[CH:13][CH:14]=[CH:15][C:10]=2[NH:9][C:8](=[O:16])[C:7]2=[CH:17][S:18][C:19]([CH3:20])=[C:6]12)=[O:4].[NH:21]1[CH2:26][CH2:25][CH2:24][CH2:23][CH2:22]1>C1CCCCC1.C(OCC)(=O)C>[CH3:3][N:5]([CH2:11][CH:22]1[CH2:23][CH2:24][CH2:25][CH2:26][N:21]1[CH2:2][C:3]([N:5]1[C:11]2[CH:12]=[CH:13][CH:14]=[CH:15][C:10]=2[NH:9][C:8](=[O:16])[C:7]2=[CH:17][S:18][C:19]([CH3:20])=[C:6]12)=[O:4])[CH3:6] |f:2.3|. Reported procedure: The title compound is prepared analogously to Example 2 from 4-(chloroacetyl)-4,9-dihydro-3-methyl-10H-thieno[3,4-b][1,5]benzodiazepin-10-one and 2-(dimethylamino)methyl]piperidine to give colorless crystals, mp. 172°-173° C. (cyclohexane/ethyl acetate 4:1 v/v). Reactants: BrCC=C(CCC=C(CC)CC)C (1-bromo-3-methyl-7-ethyl-2,6-nonadiene), OC1=CC=C2CCCOC2=C1 (7-hydroxy-chromane). Reaction SMILES: Br[CH2:2][CH:3]=[C:4]([CH3:13])[CH2:5][CH2:6][CH:7]=[C:8]([CH2:11][CH3:12])[CH2:9][CH3:10].[OH:14][C:15]1[CH:24]=[C:23]2[C:18]([CH2:19][CH2:20][CH2:21][O:22]2)=[CH:17][CH:16]=1>>[CH3:13][C:4]([CH2:5][CH2:6][CH:7]=[C:8]([CH2:11][CH3:12])[CH2:9][CH3:10])=[CH:3][CH2:2][O:14][C:15]1[CH:24]=[C:23]2[C:18]([CH2:19][CH2:20][CH2:21][O:22]2)=[CH:17][CH:16]=1. Reported procedure: Following the procedure of Example 1, 1-bromo-3-methyl-7-ethyl-2,6-nonadiene and 7-hydroxy-chromane are reacted to form 7-(3-methyl-7-ethyl-2,6-nonadienyloxy)-chromane, nD20 = 1.5342. The product is CC(=CCOC1=CC=C2CCCOC2=C1)CCC=C(CC)CC (7-(3-methyl-7-ethyl-2,6-nonadienyloxy)-chromane). Conditions: time 16 hour. Product: FC=1C=C2C(=C(C(C2=CC1F)=CC1=CC=C(C=C1)S(=O)C)C)CC(=O)O (5,6-difluoro-2-methyl-1-(ρ-methylsulfinylbenzylidene)-3-indenylacetic acid). RXN SMILES: [F:1][C:2]1[CH:3]=[C:4]2[C:8](=[CH:9][C:10]=1[F:11])[C:7](=[CH:12][C:13]1[CH:18]=[CH:17][C:16]([S:19][CH3:20])=[CH:15][CH:14]=1)[C:6]([CH3:21])=[C:5]2[CH2:22][C:23]([OH:25])=[O:24].CO.I([O-])(=O)(=O)=[O:29].[Na+].O>CC(C)=O>[F:1][C:2]1[CH:3]=[C:4]2[C:8](=[CH:9][C:10]=1[F:11])[C:7](=[CH:12][C:13]1[CH:18]=[CH:17][C:16]([S:19]([CH3:20])=[O:29])=[CH:15][CH:14]=1)[C:6]([CH3:21])=[C:5]2[CH2:22][C:23]([OH:25])=[O:24] |f:2.3|. Run in CC(=O)C (acetone), CC(=O)C (acetone). Reported procedure: To a solution of 0.358 g. (1.0 mole) of 5,6-difluoro-2-methyl-1-(ρ-methylthiobenzylidene)-indene-3-acetic acid in acetone (10 ml.) is added 10-15 ml. MeOH. With magnetic stirring, 0.32 g. (1.5 mole) of sodium meta periodate is added in 5 ml. of water. The proportions of acetone, methanol and water are adjusted if necessary to preserve homogeneity. After several minutes, a precipitation of sodium iodate appears. The suspension is stirred at room temperature for 16 hours, and then poured into appr... Reactants: CO (MeOH), O (water), CO (methanol), FC=1C=C2C(=C(C(C2=CC1F)=CC1=CC=C(C=C1)SC)C)CC(=O)O (5,6-difluoro-2-methyl-1-(ρ-methylthiobenzylidene)-indene-3-acetic acid), I(=O)(=O)(=O)[O-].[Na+] (sodium meta periodate), O (water). Reactants: BrB(Br)Br, COc1cc(OCC(=O)O)c(C)cc1SCc1ccc(-c2ccc(C(F)(F)F)cc2)cc1, ClCCl. Yields the product Cc1cc(SCc2ccc(-c3ccc(C(F)(F)F)cc3)cc2)c(O)cc1OCC(=O)O. RXN SMILES: [B:33]([Br:34])([Br:35])[Br:36].[CH3:1][O:2][c:3]1[c:4]([S:15][CH2:16][c:17]2[cH:18][cH:19][c:20](-[c:23]3[cH:24][cH:25][c:26]([C:29]([F:30])([F:31])[F:32])[cH:27][cH:28]3)[cH:21][cH:22]2)[cH:5][c:6]([CH3:14])[c:7]([O:8][CH2:9][C:10](=[O:11])[OH:12])[cH:13]1.[Cl:37][CH2:38][Cl:39]>>[OH:2][c:3]1[c:4]([S:15][CH2:16][c:17]2[cH:18][cH:19][c:20](-[c:23]3[cH:24][cH:25][c:26]([C:29]([F:30])([F:31])[F:32])[cH:27][cH:28]3)[cH:21][cH:22]2)[cH:5][c:6]([CH3:14])[c:7]([O:8][CH2:9][C:10](=[O:11])[OH:12])[cH:13]1. Starting materials: Fc1cc(F)cc(Br)c1, C[O-], [Na+], CN(C)C=O. RXN SMILES: [Br:1][c:2]1[cH:3][c:4]([F:9])[cH:5][c:6]([F:8])[cH:7]1.[CH3:10][O-:11].[Na+:12].[O:13]=[CH:14][N:15]([CH3:16])[CH3:17]>>[Br:1][c:2]1[cH:3][c:4]([F:9])[cH:5][c:6]([O:11][CH3:10])[cH:7]1. Yields the product COc1cc(F)cc(Br)c1. Reaction SMILES: [CH3:38][CH2:39][OH:40].[ClH:41].[NH2:1][C:2]([CH2:3][CH2:4][c:5]1[cH:6][c:7]2[c:8](-[c:28]3[cH:29][cH:30][c:31]([CH3:34])[cH:32][cH:33]3)[c:9]([CH2:19][NH:20][C:21]([O:22][C:23]([CH3:24])([CH3:25])[CH3:26])=[O:27])[c:10]([CH2:15][CH:16]([CH3:17])[CH3:18])[n:11][c:12]2[cH:13][cH:14]1)=[O:35].[Na+:37].[OH-:36].[OH2:42]>>[C:2]([CH2:3][CH2:4][c:5]1[cH:6][c:7]2[c:8](-[c:28]3[cH:29][cH:30][c:31]([CH3:34])[cH:32][cH:33]3)[c:9]([CH2:19][NH:20][C:21]([O:22][C:23]([CH3:24])([CH3:25])[CH3:26])=[O:27])[c:10]([CH2:15][CH:16]([CH3:17])[CH3:18])[n:11][c:12]2[cH:13][cH:14]1)(=[O:35])[OH:40]. Reactants: CCO, Cl, Cc1ccc(-c2c(CNC(=O)OC(C)(C)C)c(CC(C)C)nc3ccc(CCC(N)=O)cc23)cc1, [Na+], [OH-], O. Yields the product Cc1ccc(-c2c(CNC(=O)OC(C)(C)C)c(CC(C)C)nc3ccc(CCC(=O)O)cc23)cc1. The reactants are CO, N, [Na], Cc1ccc(S(=O)(=O)N2CCOc3ccc(-n4ccnc4)cc3OCC2)cc1. Product: c1cn(-c2ccc3c(c2)OCCNCCO3)cn1. As a reaction SMILES: [CH3:30][OH:31].[NH3:32].[Na:29].[n:1]1(-[c:6]2[cH:7][c:8]3[c:9]([cH:27][cH:28]2)[O:10][CH2:11][CH2:12][N:13]([S:17]([c:18]2[cH:19][cH:20][c:21]([CH3:22])[cH:23][cH:24]2)(=[O:25])=[O:26])[CH2:14][CH2:15][O:16]3)[cH:2][n:3][cH:4][cH:5]1>>[n:1]1(-[c:6]2[cH:7][c:8]3[c:9]([cH:27][cH:28]2)[O:10][CH2:11][CH2:12][NH:13][CH2:14][CH2:15][O:16]3)[cH:2][n:3][cH:4][cH:5]1. Reactants: O=C([O-])[O-], CC(=O)[O-], CN(C)C=O, CC#N, [Cs+], [Cs+], O=[N+]([O-])c1ccc(F)cc1, Nc1ncnc2[nH]nc(I)c12, [NH4+], O. Yields the product Nc1ncnc2c1c(I)nn2-c1ccc([N+](=O)[O-])cc1. RXN SMILES: [C:12](=[O:13])([O-:14])[O-:15].[CH3:29][C:30](=[O:31])[O-:32].[CH3:33][N:34]([CH3:35])[CH:36]=[O:37].[CH3:39][C:40]#[N:41].[Cs+:16].[Cs+:17].[F:18][c:19]1[cH:20][cH:21][c:22]([N+:25](=[O:26])[O-:27])[cH:23][cH:24]1.[I:1][c:2]1[n:3][nH:4][c:5]2[n:6][cH:7][n:8][c:9]([NH2:11])[c:10]12.[NH4+:28].[OH2:38]>>[I:1][c:2]1[n:3][n:4](-[c:19]2[cH:20][cH:21][c:22]([N+:25](=[O:26])[O-:27])[cH:23][cH:24]2)[c:5]2[n:6][cH:7][n:8][c:9]([NH2:11])[c:10]12.